This data is from the Open Reaction Database (ORD), a public repository of structured organic reaction records. The task is: describe an organic reaction: reactants, conditions, products, and yield Reactants: COC(=O)C1CCC(NC(C)=O)C1, CO, N. Yields the product CC(=O)NC1CCC(C(N)=O)C1. RXN SMILES: [C:2]([CH3:3])(=[O:4])[NH:5][CH:6]1[CH2:7][CH:8]([C:11]([O:13][CH3:12])=[O:14])[CH2:9][CH2:10]1.[CH3:15][OH:16].[NH3:1]>>[NH2:1][C:11]([CH:8]1[CH2:7][CH:6]([NH:5][C:2]([CH3:3])=[O:4])[CH2:10][CH2:9]1)=[O:13]. Starting materials: Cl.CN (methylamine hydrochloride), 20-h, COC=1C=C(C=C2C=C(NC12)C=1SC(CN1)CC(=O)O)OC=1C=NC(=CC1)S(=O)(=O)C ([2-(7-methoxy-5-{[6-(methylsulfonyl)pyridin-3-yl]oxy}-1H-indol-2-yl)-4,5-dihydro-1,3-thiazol-5-yl]acetic acid), Cl.C(C)N=C=NCCCN(C)C (1-ethyl-3-(3-dimethylaminopropyl)carbodiimide hydrochloride), ON1N=NC2=C1C=CC=C2 (1-hydroxybenzotriazole). Run in C(C)N(CC)CC (triethylamine), CN(C=O)C (N,N-dimethylformamide), O (Water). Conditions: time 30 minute. Yields the product COC=1C=C(C=C2C=C(NC12)C=1SC(CN1)CC(=O)NC)OC=1C=NC(=CC1)S(=O)(=O)C (2-[2-(7-Methoxy-5-{[6-(methylsulfonyl)pyridin-3-yl]oxy}-1H-indol-2-yl)-4,5-dihydro-1,3-thiazol-5-yl]-N-Methylacetamide). Yield: 65.6%. Reaction SMILES: [CH3:1][O:2][C:3]1[CH:4]=[C:5]([O:21][C:22]2[CH:23]=[N:24][C:25]([S:28]([CH3:31])(=[O:30])=[O:29])=[CH:26][CH:27]=2)[CH:6]=[C:7]2[C:11]=1[NH:10][C:9]([C:12]1[S:13][CH:14]([CH2:17][C:18]([OH:20])=O)[CH2:15][N:16]=1)=[CH:8]2.Cl.[CH2:33]([N:35]=C=NCCCN(C)C)C.ON1C2C=CC=CC=2N=N1.Cl.CN>O.C(N(CC)CC)C.CN(C)C=O>[CH3:1][O:2][C:3]1[CH:4]=[C:5]([O:21][C:22]2[CH:23]=[N:24][C:25]([S:28]([CH3:31])(=[O:29])=[O:30])=[CH:26][CH:27]=2)[CH:6]=[C:7]2[C:11]=1[NH:10][C:9]([C:12]1[S:13][CH:14]([CH2:17][C:18]([NH:35][CH3:33])=[O:20])[CH2:15][N:16]=1)=[CH:8]2 |f:1.2,4.5|. Procedure details: A mixture of [2-(7-methoxy-5-{[6-(methylsulfonyl)pyridin-3-yl]oxy}-1H-indol-2-yl)-4,5-dihydro-1,3-thiazol-5-yl]acetic acid (800 mg), 1-ethyl-3-(3-dimethylaminopropyl)carbodiimide hydrochloride (500 mg), 1-hydroxybenzotriazole (350 mg) and N,N-dimethylformamide (15 mL) was stirred at room temperature for 30 min. Then triethylamine (440 mg) and methylamine hydrochloride (230 mg) were added to the mixture. The whole was stirred at room temperature for 20-h. Water was added to the mixture and the re... Product: Cn1nc(C(C)(C)C)cc1NC(=O)NCc1cc(F)ccc1Oc1ccc2c(CN3CCCC3)noc2c1. Starting materials: CCN(C(C)C)C(C)C, NCc1cc(F)ccc1Oc1ccc2c(CN3CCCC3)noc2c1, Cn1nc(C(C)(C)C)cc1NC(=O)OCC(F)(F)F, CN(C)C=O. As a reaction SMILES: [CH:45]([N:46]([CH:47]([CH3:48])[CH3:49])[CH2:50][CH3:51])([CH3:52])[CH3:53].[F:1][c:2]1[cH:3][cH:4][c:5]([O:10][c:11]2[cH:12][c:13]3[c:14]([c:15]([CH2:18][N:19]4[CH2:20][CH2:21][CH2:22][CH2:23]4)[n:16][o:17]3)[cH:24][cH:25]2)[c:6]([CH2:7][NH2:8])[cH:9]1.[F:26][C:27]([F:28])([F:42])[CH2:43][O:29][C:30]([NH:31][c:32]1[n:33]([CH3:41])[n:34][c:35]([C:37]([CH3:38])([CH3:39])[CH3:40])[cH:36]1)=[O:44].[O:54]=[CH:55][N:56]([CH3:57])[CH3:58]>>[F:1][c:2]1[cH:3][cH:4][c:5]([O:10][c:11]2[cH:12][c:13]3[c:14]([c:15]([CH2:18][N:19]4[CH2:20][CH2:21][CH2:22][CH2:23]4)[n:16][o:17]3)[cH:24][cH:25]2)[c:6]([CH2:7][NH:8][C:30](=[O:29])[NH:31][c:32]2[n:33]([CH3:41])[n:34][c:35]([C:37]([CH3:38])([CH3:39])[CH3:40])[cH:36]2)[cH:9]1. Starting materials: [Si](C)(C)(C(C)(C)C)OC1=CC(=C(C(=C1)C)C1=C2CC[C@H](C2=C(C=C1)F)OC1=CC2=C([C@@H](CO2)CC(=O)OC)C=C1)C (methyl 2-((S)-6-((R)-4-(4-(tert-butyldimethylsilyloxy)-2,6-dimethylphenyl)-7-fluoro-2,3-dihydro-1H-inden-1-yloxy)-2,3-dihydrobenzofuran-3-yl)acetate), [F-].C(CCC)[N+](CCCC)(CCCC)CCCC (tetrabutylammonium fluoride), solution. The solvent is O1CCCC1 (tetrahydrofuran), O1CCCC1 (tetrahydrofuran), C(C)OCC (diethylether). Reaction conditions: time 2 hour. The product is FC=1C=CC(=C2CC[C@H](C12)OC1=CC2=C([C@@H](CO2)CC(=O)OC)C=C1)C1=C(C=C(C=C1C)O)C (Methyl 2-((S)-6-((R)-7-fluoro-4-(4-hydroxy-2,6-dimethylphenyl)-2,3-dihydro-1H-inden-1-yloxy)-2,3-dihydrobenzofuran-3-yl)acetate). RXN SMILES: [Si]([O:8][C:9]1[CH:14]=[C:13]([CH3:15])[C:12]([C:16]2[CH:24]=[CH:23][C:22]([F:25])=[C:21]3[C:17]=2[CH2:18][CH2:19][C@H:20]3[O:26][C:27]2[CH:40]=[CH:39][C:30]3[C@H:31]([CH2:34][C:35]([O:37][CH3:38])=[O:36])[CH2:32][O:33][C:29]=3[CH:28]=2)=[C:11]([CH3:41])[CH:10]=1)(C(C)(C)C)(C)C.[F-].C([N+](CCCC)(CCCC)CCCC)CCC>O1CCCC1.C(OCC)C>[F:25][C:22]1[CH:23]=[CH:24][C:16]([C:12]2[C:13]([CH3:15])=[CH:14][C:9]([OH:8])=[CH:10][C:11]=2[CH3:41])=[C:17]2[C:21]=1[C@H:20]([O:26][C:27]1[CH:40]=[CH:39][C:30]3[C@H:31]([CH2:34][C:35]([O:37][CH3:38])=[O:36])[CH2:32][O:33][C:29]=3[CH:28]=1)[CH2:19][CH2:18]2 |f:1.2|. Procedure details: To a solution of methyl 2-((S)-6-((R)-4-(4-(tert-butyldimethylsilyloxy)-2,6-dimethylphenyl)-7-fluoro-2,3-dihydro-1H-inden-1-yloxy)-2,3-dihydrobenzofuran-3-yl)acetate (440 mg) in tetrahydrofuran (5 mL) is added at 0° C. tetrabutylammonium fluoride (3.1 mL of a 1 M solution in tetrahydrofuran). The mixture is stirred for 2 hours at room temperature, diluted with diethylether and washed with water and brine. After drying (MgSO4) the solvents are evaporated and the residue is chromatographed on sili... The reactants are CN(C)c1ccc(C(=O)NN)cc1, CC(=O)O, O=C1Nc2ccc(I)cc2C1=O. Product: CN(C)c1ccc(C(=O)NN=C2C(=O)Nc3ccc(I)cc32)cc1. Reaction SMILES: [CH3:13][N:14]([c:15]1[cH:16][cH:17][c:18]([C:19](=[O:20])[NH:21][NH2:22])[cH:23][cH:24]1)[CH3:25].[CH3:26][C:27](=[O:28])[OH:29].[I:1][c:2]1[cH:3][c:4]2[c:8]([cH:9][cH:10]1)[NH:7][C:6](=[O:11])[C:5]2=[O:12]>>[I:1][c:2]1[cH:3][c:4]2[c:8]([cH:9][cH:10]1)[NH:7][C:6](=[O:11])[C:5]2=[N:22][NH:21][C:19]([c:18]1[cH:17][cH:16][c:15]([N:14]([CH3:13])[CH3:25])[cH:24][cH:23]1)=[O:20]. Starting materials: C(O)([O-])=O.[Na+] (sodium hydrogen carbonate), O=C1C=C(OC2=C1C=CC(=C2)OCCCCCCCOC2=C(C=CC=C2)CCC)C(=O)OCC (ethyl 4-oxo-7-[7-(2-n-propyl phenoxy)heptyloxy]-4H-1-benzopyran-2-carboxylate), C(C)O (ethanol). The solvent is O (water), O (water). The product is O=C1C=C(OC2=C1C=CC(=C2)OCCCCCCCOC2=C(C=CC=C2)CCC)C(=O)O (4-oxo-7-[7-(2-n-propylphenoxy)heptyloxy]-4H-1-benzopyran-2-carboxylic acid). Reaction SMILES: C(=O)([O-])O.[Na+].[O:6]=[C:7]1[C:12]2[CH:13]=[CH:14][C:15]([O:17][CH2:18][CH2:19][CH2:20][CH2:21][CH2:22][CH2:23][CH2:24][O:25][C:26]3[CH:31]=[CH:30][CH:29]=[CH:28][C:27]=3[CH2:32][CH2:33][CH3:34])=[CH:16][C:11]=2[O:10][C:9]([C:35]([O:37]CC)=[O:36])=[CH:8]1.C(O)C>O>[O:6]=[C:7]1[C:12]2[CH:13]=[CH:14][C:15]([O:17][CH2:18][CH2:19][CH2:20][CH2:21][CH2:22][CH2:23][CH2:24][O:25][C:26]3[CH:31]=[CH:30][CH:29]=[CH:28][C:27]=3[CH2:32][CH2:33][CH3:34])=[CH:16][C:11]=2[O:10][C:9]([C:35]([OH:37])=[O:36])=[CH:8]1 |f:0.1|. Reported procedure: A solution of 2.15 parts of sodium hydrogen carbonate in 40 parts of water was added to a refluxing solution of 3.0 parts of ethyl 4-oxo-7-[7-(2-n-propyl phenoxy)heptyloxy]-4H-1-benzopyran-2-carboxylate in 50 parts of ethanol. More water was added to produce a clear solution which was refluxed for 2 hours. Acidification of the filtrate precipitated the acid as a semi-solid mass which was converted to a fine solid by persistent mechanical disruption of the gum cakes. The solid was filtered off, d... Starting materials: O=C([O-])[O-], CC(Cn1ncc2ccc(O)cc21)NC(=O)OCc1ccccc1, [Cl-], [Cs+], [Cs+], CI, [NH4+], CN(C)C=O. The product is COc1ccc2cnn(CC(C)NC(=O)OCc3ccccc3)c2c1. RXN SMILES: [C:25](=[O:26])([O-:27])[O-:28].[CH2:1]([c:2]1[cH:3][cH:4][cH:5][cH:6][cH:7]1)[O:8][C:9]([NH:10][CH:11]([CH2:12][n:13]1[n:14][cH:15][c:16]2[cH:17][cH:18][c:19]([OH:22])[cH:20][c:21]12)[CH3:23])=[O:24].[Cl-:33].[Cs+:29].[Cs+:30].[I:31][CH3:32].[NH4+:34].[O:35]=[CH:36][N:37]([CH3:38])[CH3:39]>>[CH2:1]([c:2]1[cH:3][cH:4][cH:5][cH:6][cH:7]1)[O:8][C:9]([NH:10][CH:11]([CH2:12][n:13]1[n:14][cH:15][c:16]2[cH:17][cH:18][c:19]([O:22][CH3:25])[cH:20][c:21]12)[CH3:23])=[O:24].